This data is from the Open Reaction Database (ORD), a public repository of structured organic reaction records. The task is: describe an organic reaction: reactants, conditions, products, and yield The reactants are O(C1=CC=CC=C1)C=1SC(=CN1)CO ((2-phenoxy-5-thiazolyl)-methanol), CC1(C(C1C=CC(=O)OCC1CC1)C(=O)O)C (2,2-dimethyl-3-(3-cyclopropylmethoxy-3-oxo-1-propenyl) cyclopropane-carboxylic acid). Yields the product CC1(C(C1C=CC(=O)OCC1CC1)C(=O)O)C (2,2-dimethyl-3-(3-cyclopropylmethoxy-3-oxo-1-propenyl) cyclopropane-carboxylic acid), CC1(C(C1C=CC(=O)OC)C(=O)[O-])C (2,2-dimethyl-3-(3-methoxy-3-oxo-1-propenyl)-cyclopropane-carboxylate). Reaction SMILES: O(C1SC(CO)=CN=1)C1C=CC=CC=1.[CH3:15][C:16]1([CH3:31])[CH:18]([CH:19]=[CH:20][C:21]([O:23][CH2:24][CH:25]2[CH2:27][CH2:26]2)=[O:22])[CH:17]1[C:28]([OH:30])=[O:29]>>[CH3:15][C:16]1([CH3:31])[CH:18]([CH:19]=[CH:20][C:21]([O:23][CH2:24][CH:25]2[CH2:27][CH2:26]2)=[O:22])[CH:17]1[C:28]([OH:30])=[O:29].[CH3:15][C:16]1([CH3:31])[CH:18]([CH:19]=[CH:20][C:21]([O:23][CH3:24])=[O:22])[CH:17]1[C:28]([O-:30])=[O:29]. Procedure: Using the procedure of Example 9, the product of Step B and (1R, cis ΔZ) 2,2-dimethyl-3-(3-methoxy-3-oxo-1-propenyl)cyclopropane-carboxylic acid were reacted to obtain (2-phenoxy-5-thiazolyl)-methyl (1R, cis, ΔZ) 2,2-dimethyl-3-(3-methoxy-3-oxo-1-propenyl)-cyclopropane-carboxylate melting at 62° C. and havng a specific rotation of [α]D20 =+60.5°±1.5° (c=1.5% in benzene). Reactants: FC1=C(C(=CC(=C1)[N+](=O)[O-])F)N1CCS(CC1)(=O)=O (4-(2,6-difluoro-4-nitrophenyl)thiomorpholine 1,1-dioxide), [H][H] (hydrogen). Reagents/catalysts: [Ni] (Raney Nickel). Solvent: O1CCCC1 (tetrahydrofuran), O1CCCC1 (tetrahydrofuran). The product is O=S1(CCN(CC1)C1=C(C=C(N)C=C1F)F)=O (4-(1,1-dioxido-4-thiomorpholinyl)-3,5-difluoroaniline). As a reaction SMILES: [F:1][C:2]1[CH:7]=[C:6]([N+:8]([O-])=O)[CH:5]=[C:4]([F:11])[C:3]=1[N:12]1[CH2:17][CH2:16][S:15](=[O:19])(=[O:18])[CH2:14][CH2:13]1.[H][H]>[Ni].O1CCCC1>[O:19]=[S:15]1(=[O:18])[CH2:16][CH2:17][N:12]([C:3]2[C:4]([F:11])=[CH:5][C:6]([NH2:8])=[CH:7][C:2]=2[F:1])[CH2:13][CH2:14]1. Reported procedure: To an autoclave is added 4-(2,6-difluoro-4-nitrophenyl)thiomorpholine 1,1-dioxide (Step 2, 7.0 kg, 24 moles, 1.0 eq). Raney Nickel (1.4 kg) is activated and suspended in tetrahydrofuran (4 L), and the slurry is added to the autoclave followed by additional tetrahydrofuran (66 L). The mixture is heated at 40° C. under a 40 psi hydrogen atmosphere until the reaction is complete. The mixture is then filtered, and the filtrate is directly used in the next step. A small portion of the filtrate can be...